From a dataset of the Open Reaction Database (ORD), a public repository of structured organic reaction records. describe an organic reaction: reactants, conditions, products, and yield The reactants are B, COc1cc2nccc(Oc3ccc(NC(=O)COc4cccc(C)c4)cc3)c2cc1OC, Cl, [Na+], C1CCOC1, C1CCOC1, [OH-]. The product is COc1cc2nccc(Oc3ccc(NCCOc4cccc(C)c4)cc3)c2cc1OC. RXN SMILES: [BH3:39].[CH3:1][O:2][c:3]1[cH:4][c:5]2[c:6]([O:15][c:16]3[cH:17][cH:18][c:19]([NH:22][C:23]([CH2:24][O:25][c:26]4[cH:27][c:28]([CH3:32])[cH:29][cH:30][cH:31]4)=[O:33])[cH:20][cH:21]3)[cH:7][cH:8][n:9][c:10]2[cH:11][c:12]1[O:13][CH3:14].[ClH:40].[Na+:42].[O:34]1[CH2:35][CH2:36][CH2:37][CH2:38]1.[O:43]1[CH2:44][CH2:45][CH2:46][CH2:47]1.[OH-:41]>>[CH3:1][O:2][c:3]1[cH:4][c:5]2[c:6]([O:15][c:16]3[cH:17][cH:18][c:19]([NH:22][CH2:23][CH2:24][O:25][c:26]4[cH:27][c:28]([CH3:32])[cH:29][cH:30][cH:31]4)[cH:20][cH:21]3)[cH:7][cH:8][n:9][c:10]2[cH:11][c:12]1[O:13][CH3:14].